This data is from the Open Reaction Database (ORD), a public repository of structured organic reaction records. The task is: describe an organic reaction: reactants, conditions, products, and yield Starting materials: C(C)(C)N(C(C)C)CC (N,N-Diisopropylethylamine), C(C)(C)(C)OC(N(C)C1CCC(CC1)NCC=1C=C(C(=CC1)OC)C1=CC=C(C=C1)C#N)=O ({4-[(4′-Cyano-6-methoxy-biphenyl-3-ylmethyl)-amino]-cyclohexyl}-methyl-carbamic acid t-butyl ester), ClC=1C2=C(SC1C(=O)Cl)C=CC=C2 (3-chlorobenzo[b]thiophene-2-carbonyl chloride). The solvent is ClCCl (dichloromethane). Product: C(C)(C)(C)OC(N(C)C1CCC(CC1)N(CC=1C=C(C(=CC1)OC)C1=CC=C(C=C1)C#N)C(=O)C1=C(C2=C(S1)C=CC=C2)Cl)=O ((4-[(3-Chloro-benzo[b]thiophene-2-carbonyl)-(4′-cyano-6-methoxy-biphenyl-3-ylmethyl)-amino]-cyclohexyl)-methyl-carbamic acid t-butyl ester). Isolated yield 92.8%. As a reaction SMILES: C(N(CC)C(C)C)(C)C.[C:10]([O:14][C:15](=[O:42])[N:16]([CH:18]1[CH2:23][CH2:22][CH:21]([NH:24][CH2:25][C:26]2[CH:27]=[C:28]([C:34]3[CH:39]=[CH:38][C:37]([C:40]#[N:41])=[CH:36][CH:35]=3)[C:29]([O:32][CH3:33])=[CH:30][CH:31]=2)[CH2:20][CH2:19]1)[CH3:17])([CH3:13])([CH3:12])[CH3:11].[Cl:43][C:44]1[C:45]2[CH:55]=[CH:54][CH:53]=[CH:52][C:46]=2[S:47][C:48]=1[C:49](Cl)=[O:50]>ClCCl>[C:10]([O:14][C:15](=[O:42])[N:16]([CH:18]1[CH2:23][CH2:22][CH:21]([N:24]([C:49]([C:48]2[S:47][C:46]3[CH:52]=[CH:53][CH:54]=[CH:55][C:45]=3[C:44]=2[Cl:43])=[O:50])[CH2:25][C:26]2[CH:27]=[C:28]([C:34]3[CH:39]=[CH:38][C:37]([C:40]#[N:41])=[CH:36][CH:35]=3)[C:29]([O:32][CH3:33])=[CH:30][CH:31]=2)[CH2:20][CH2:19]1)[CH3:17])([CH3:13])([CH3:11])[CH3:12]. Procedure details: N,N-Diisopropylethylamine (2.1 mL, 12.1 mmol) was added to a solution of amine 5 (2.2 g, 4.9 mmol), 3-chlorobenzo[b]thiophene-2-carbonyl chloride (1.3 g, 5.86 mmol) and anhydrous dichloromethane (22 mL), with stirring under argon. Once all of the starting material had been consumed as monitored by TLC (˜2.5 hours), the mixture was washed with water, saturated aqueous sodium hydrogen carbonate, and brine. The organic layer was dried (MgSO4), and concentrated in vacuo. The yellow residue was then ... The reactants are BrC1=CC(=C(C(=C1)C)N1C=C(C2=C1N=C(N=C2N2CCC(CC2)CO)C)C)C ({1-[7-(4-bromo-2,6-dimethylphenyl)-2,5-dimethyl-7H-pyrrolo[2,3-d]pyrimidin-4-yl]piperidin-4-yl}methanol), P(=O)(OCC)(OCC)Cl (diethyl chlorophosphate). Reagents/catalysts: CN(C1=CC=NC=C1)C (4-dimethylaminopyridine). Solvent: C(Cl)Cl (CH2Cl2). The product is C(C)OP(OCC1CCN(CC1)C=1C2=C(N=C(N1)C)N(C=C2C)C2=C(C=C(C=C2C)Br)C)(OCC)=O (phosphoric acid 1-[7-(4-bromo-2,6-dimethyl-phenyl)-2,5-dimethyl-7H-pyrrolo[2,3-d]pyrimidin-4-yl]-piperidin-4-ylmethyl ester diethyl ester). The yield is 47.4%. RXN SMILES: [Br:1][C:2]1[CH:7]=[C:6]([CH3:8])[C:5]([N:9]2[C:13]3[N:14]=[C:15]([CH3:26])[N:16]=[C:17]([N:18]4[CH2:23][CH2:22][CH:21]([CH2:24][OH:25])[CH2:20][CH2:19]4)[C:12]=3[C:11]([CH3:27])=[CH:10]2)=[C:4]([CH3:28])[CH:3]=1.[P:29](Cl)([O:34][CH2:35][CH3:36])([O:31][CH2:32][CH3:33])=[O:30]>CN(C)C1C=CN=CC=1.C(Cl)Cl>[CH2:32]([O:31][P:29](=[O:30])([O:34][CH2:35][CH3:36])[O:25][CH2:24][CH:21]1[CH2:22][CH2:23][N:18]([C:17]2[C:12]3[C:11]([CH3:27])=[CH:10][N:9]([C:5]4[C:6]([CH3:8])=[CH:7][C:2]([Br:1])=[CH:3][C:4]=4[CH3:28])[C:13]=3[N:14]=[C:15]([CH3:26])[N:16]=2)[CH2:19][CH2:20]1)[CH3:33]. Procedure: Under nitrogen atmosphere, to a solution of {1-[7-(4-bromo-2,6-dimethylphenyl)-2,5-dimethyl-7H-pyrrolo[2,3-d]pyrimidin-4-yl]piperidin-4-yl}methanol (0.50 g) and 4-dimethylaminopyridine (0.55 g) in CH2Cl2 (50 mL) at 0° C. diethyl chlorophosphate (0.38 g) was added dropwise and the reaction is slowly heated up to room temperature. The reaction mixture is poured on ice-water and extracted with CH2Cl2. After the usual work-up the residue is purified over silica gel on a glass filter (eluent: CH2Cl2/... Reactants: C(C)(C)(C)OC(=O)N1CCN(CC1)S(=O)(=O)C1=CC=C(C=C1)F (4-(4-Fluoro-benzenesulfonyl)-piperazine-1-carboxylic acid tert-butyl ester), Cl (HCl). The solvent is CO (methanol), ClCCl (dichloromethane), C(C)OCC (diethyl ether). Run at time 8 hour. Product: Cl.FC1=CC=C(C=C1)S(=O)(=O)N1CCNCC1 (4-(4-fluoro-benzenesulfonyl)-piperazine hydrochloride salt). RXN SMILES: C(OC([N:8]1[CH2:13][CH2:12][N:11]([S:14]([C:17]2[CH:22]=[CH:21][C:20]([F:23])=[CH:19][CH:18]=2)(=[O:16])=[O:15])[CH2:10][CH2:9]1)=O)(C)(C)C.[ClH:24]>CO.ClCCl.C(OCC)C>[ClH:24].[F:23][C:20]1[CH:19]=[CH:18][C:17]([S:14]([N:11]2[CH2:12][CH2:13][NH:8][CH2:9][CH2:10]2)(=[O:16])=[O:15])=[CH:22][CH:21]=1 |f:5.6|. Procedure: 4-(4-Fluoro-benzenesulfonyl)-piperazine-1-carboxylic acid tert-butyl ester (937 mg) was dissolved in methanol (10 ml) and dichloromethane (5 ml), 2M HCl in diethyl ether (13.6 ml) was added and the reaction mixture was stirred at room temperature overnight. Volatiles were removed in vacuo to yield 4-(4-fluoro-benzenesulfonyl)-piperazine hydrochloride salt (819 mg). Starting materials: C(C)OC(=O)C1(CC1)C1=CC=C(C=C1)C1=CC=C(C=C1)C1=C(C(=NO1)C)N (1-[4′-(4-amino-3-methyl-isoxazol-5-yl)-biphenyl-4-yl]-cyclopropanecarboxylic acid ethyl ester), BrC=1C=NC=C(C1)C1=C(C=CC(=C1)F)F (3-bromo-5-(2,5-difluoro-phenyl)-pyridine). The product is C(C)OC(=O)C1(CC1)C1=CC=C(C=C1)C1=CC=C(C=C1)C1=C(C(=NO1)C)NC=1C=NC=C(C1)C1=C(C=CC(=C1)F)F (1-(4′-{4-[5-(2,5-Difluoro-phenyl)-pyridin-3-ylamino]-3-methyl-isoxazol-5-yl}-biphenyl-4-yl)-cyclopropanecarboxylic acid ethyl ester). As a reaction SMILES: [CH2:1]([O:3][C:4]([C:6]1([C:9]2[CH:14]=[CH:13][C:12]([C:15]3[CH:20]=[CH:19][C:18]([C:21]4[O:25][N:24]=[C:23]([CH3:26])[C:22]=4[NH2:27])=[CH:17][CH:16]=3)=[CH:11][CH:10]=2)[CH2:8][CH2:7]1)=[O:5])[CH3:2].Br[C:29]1[CH:30]=[N:31][CH:32]=[C:33]([C:35]2[CH:40]=[C:39]([F:41])[CH:38]=[CH:37][C:36]=2[F:42])[CH:34]=1>>[CH2:1]([O:3][C:4]([C:6]1([C:9]2[CH:10]=[CH:11][C:12]([C:15]3[CH:20]=[CH:19][C:18]([C:21]4[O:25][N:24]=[C:23]([CH3:26])[C:22]=4[NH:27][C:29]4[CH:30]=[N:31][CH:32]=[C:33]([C:35]5[CH:40]=[C:39]([F:41])[CH:38]=[CH:37][C:36]=5[F:42])[CH:34]=4)=[CH:17][CH:16]=3)=[CH:13][CH:14]=2)[CH2:8][CH2:7]1)=[O:5])[CH3:2]. Reported procedure: Prepared according to the procedure described in Example 68, Step 2, using 1-[4′-(4-amino-3-methyl-isoxazol-5-yl)-biphenyl-4-yl]-cyclopropanecarboxylic acid ethyl ester and 3-bromo-5-(2,5-difluoro-phenyl)-pyridine. Reactants: [BH3-]C#N, CCOC(=O)C(C)(C=O)CCC(C)C, CC(=O)O, CCO, NCc1ccc(F)cc1, [Na+]. Yields the product CCOC(=O)C(C)(CCC(C)C)CNCc1ccc(F)cc1. RXN SMILES: [C:28]([BH3-:29])#[N:30].[CH2:1]([CH3:2])[O:3][C:4]([C:5]([CH2:6][CH2:7][CH:8]([CH3:9])[CH3:10])([CH3:11])[CH:12]=[O:13])=[O:14].[CH3:24][C:25](=[O:26])[OH:27].[CH3:32][CH2:33][OH:34].[F:15][c:16]1[cH:17][cH:18][c:19]([CH2:20][NH2:21])[cH:22][cH:23]1.[Na+:31]>>[CH2:1]([CH3:2])[O:3][C:4]([C:5]([CH2:6][CH2:7][CH:8]([CH3:9])[CH3:10])([CH3:11])[CH2:12][NH:21][CH2:20][c:19]1[cH:18][cH:17][c:16]([F:15])[cH:23][cH:22]1)=[O:14]. Reactants: BrC1=CC=CC(=N1)C=O (6-bromopyridine-2-carbaldehyde), Cl.NOCC(C)(O)C (1-(aminooxy)-2-methylpropan-2-ol hydrochloride salt). Solvent: C(C)O (ethanol), C(C)(=O)OCC (ethyl acetate). The product is OC(CON=CC1=NC(=CC=C1)Br)(C)C (6-bromopyridine-2-carbaldehyde O-(2-hydroxy-2-methylpropyl)oxime). As a reaction SMILES: [Br:1][C:2]1[N:7]=[C:6]([CH:8]=O)[CH:5]=[CH:4][CH:3]=1.Cl.[NH2:11][O:12][CH2:13][C:14]([CH3:17])([OH:16])[CH3:15]>C(O)C.C(OCC)(=O)C>[OH:16][C:14]([CH3:17])([CH3:15])[CH2:13][O:12][N:11]=[CH:8][C:6]1[CH:5]=[CH:4][CH:3]=[C:2]([Br:1])[N:7]=1 |f:1.2|. Procedure details: A solution of 6-bromopyridine-2-carbaldehyde (334 mg, 1.80 mmol) and 1-(aminooxy)-2-methylpropan-2-ol hydrochloride salt (254.6 mg, 1.80 mmol) were stirred in ethanol (5 ml) for one hour at 10° C. The reaction mixture was cooled to room temperature and diluted with ethyl acetate. The organic layer was washed with water, dried over magnesium sulfate, filtered, and concentrated under reduced pressure. Column chromatography from 100% hexanes to 30% ethyl acetate afforded the title compound as E/Z m...